This data is from the Open Reaction Database (ORD), a public repository of structured organic reaction records. The task is: describe an organic reaction: reactants, conditions, products, and yield The reactants are NC1=C(C=NN1C1=CC(=CC=C1)F)C(=O)OCC (Ethyl 5-amino-1-(3-fluorophenyl)-1H-pyrazole-4-carboxylate), ICI (Diiodomethane), N(=O)OCCC(C)C (isopentyl nitrite). Run in C(C)#N (acetonitrile). Run at temperature 50 celsius. The product is IC1=C(C=NN1C1=CC(=CC=C1)F)C(=O)OCC (ethyl 5-iodo-1-(3-fluorophenyl)-1H-pyrazole-4-carboxylate). The yield is 78.8%. As a reaction SMILES: N[C:2]1[N:6]([C:7]2[CH:12]=[CH:11][CH:10]=[C:9]([F:13])[CH:8]=2)[N:5]=[CH:4][C:3]=1[C:14]([O:16][CH2:17][CH3:18])=[O:15].[I:19]CI.N(OCCC(C)C)=O>C(#N)C>[I:19][C:2]1[N:6]([C:7]2[CH:12]=[CH:11][CH:10]=[C:9]([F:13])[CH:8]=2)[N:5]=[CH:4][C:3]=1[C:14]([O:16][CH2:17][CH3:18])=[O:15]. Procedure details: Ethyl 5-amino-1-(3-fluorophenyl)-1H-pyrazole-4-carboxylate (518 mg, 2.08 mmol) was suspended in acetonitrile (5 mL) at ambient temperature. Diiodomethane (675 μL, 8.38 mmol) was added followed by isopentyl nitrite (565 μL, 4.21 mmol). The reaction was heated at 50° C. for one hour and was then partitioned between water and ethyl acetate. The aqueous layer was extracted twice more with ethyl acetate. The combined organic layers were dried over anhydrous sodium sulfate. After removal of solvents u... The reactants are [H-].[Na+] (sodium hydride), ClC1=CC(=C(C#N)C=C1)C1=CC(NC=C1OC)=O (4-chloro-2-(5-methoxy-2-oxo-1,2-dihydropyridin-4-yl)benzonitrile), COCCC(C(=O)OC(C)(C)C)OS(=O)(=O)C(F)(F)F (tert-butyl 4-methoxy-2-{[(trifluoromethyl)sulphonyl]oxy}butanoate). Solvent: O1CCCC1 (tetrahydrofuran), C1CCOC1 (THF). Conditions: time 1 hour. The product is ClC=1C=CC(=C(C1)C1=CC(N(C=C1OC)C(C(=O)OC(C)(C)C)CCOC)=O)C#N (tert-Butyl 2-[4-(5-chloro-2-cyanophenyl)-5-methoxy-2-oxopyridin-1(2H)-yl]-4-methoxybutanoate). As a reaction SMILES: [H-].[Na+].[Cl:3][C:4]1[CH:11]=[CH:10][C:7]([C:8]#[N:9])=[C:6]([C:12]2[C:17]([O:18][CH3:19])=[CH:16][NH:15][C:14](=[O:20])[CH:13]=2)[CH:5]=1.[CH3:21][O:22][CH2:23][CH2:24][CH:25](OS(C(F)(F)F)(=O)=O)[C:26]([O:28][C:29]([CH3:32])([CH3:31])[CH3:30])=[O:27]>O1CCCC1>[Cl:3][C:4]1[CH:11]=[CH:10][C:7]([C:8]#[N:9])=[C:6]([C:12]2[C:17]([O:18][CH3:19])=[CH:16][N:15]([CH:25]([CH2:24][CH2:23][O:22][CH3:21])[C:26]([O:28][C:29]([CH3:32])([CH3:30])[CH3:31])=[O:27])[C:14](=[O:20])[CH:13]=2)[CH:5]=1 |f:0.1|. Procedure details: A little at a time, 405 mg (10.1 mmol) of sodium hydride (60% in mineral oil) were added to a suspension of 2.4 g (9.2 mmol) of 4-chloro-2-(5-methoxy-2-oxo-1,2-dihydropyridin-4-yl)benzonitrile in 70 ml of tetrahydrofuran, and the mixture was stirred at RT for another 1 h. 4.45 g (13.8 mmol) of tert-butyl 4-methoxy-2-{[(trifluoromethyl)sulphonyl]oxy}butanoate (racemate) as a solution in 20 ml of THF were quickly added dropwise to the resulting reaction solution, and after the addition had ended t... The reactants are ClCCl, CO, O=C(O)C=NNC1=Nc2ccc(Cl)cc2C(c2ccccc2)=NC1, C=[N+]=[N-]. The product is COC(=O)C=NNC1=Nc2ccc(Cl)cc2C(c2ccccc2)=NC1. RXN SMILES: [CH2:30]([Cl:31])[Cl:32].[CH3:25][OH:26].[Cl:1][c:2]1[cH:3][cH:4][c:5]2[c:6]([cH:24]1)[C:7]([c:18]1[cH:19][cH:20][cH:21][cH:22][cH:23]1)=[N:8][CH2:9][C:10]([NH:12][N:13]=[CH:14][C:15](=[O:16])[OH:17])=[N:11]2.[N+:27](=[N-:28])=[CH2:29]>>[Cl:1][c:2]1[cH:3][cH:4][c:5]2[c:6]([cH:24]1)[C:7]([c:18]1[cH:19][cH:20][cH:21][cH:22][cH:23]1)=[N:8][CH2:9][C:10]([NH:12][N:13]=[CH:14][C:15](=[O:16])[O:17][CH3:29])=[N:11]2. Starting materials: O=C1CCC(=O)N1Br, CO, ClC(Cl)Cl, [O-][n+]1c(CCCCCCCCCCCO)cc(O)c2ccccc21. Product: [O-][n+]1c(CCCCCCCCCCCO)c(Br)c(O)c2ccccc21. Reaction SMILES: [Br:25][N:26]1[C:27](=[O:28])[CH2:29][CH2:30][C:31]1=[O:32].[CH3:37][OH:38].[CH:33]([Cl:34])([Cl:35])[Cl:36].[OH:1][c:2]1[cH:3][c:4]([CH2:13][CH2:14][CH2:15][CH2:16][CH2:17][CH2:18][CH2:19][CH2:20][CH2:21][CH2:22][CH2:23][OH:24])[n+:5]([O-:12])[c:6]2[cH:7][cH:8][cH:9][cH:10][c:11]12>>[OH:1][c:2]1[c:3]([Br:25])[c:4]([CH2:13][CH2:14][CH2:15][CH2:16][CH2:17][CH2:18][CH2:19][CH2:20][CH2:21][CH2:22][CH2:23][OH:24])[n+:5]([O-:12])[c:6]2[cH:7][cH:8][cH:9][cH:10][c:11]12. The reactants are C1(=CC=CC=C1)C (toluene), 3-(2-hydroxy-3-[2-(2-thenyl)phenoxy]propylamino]-ethyl hydrogen sulfate, C1(=CC=CS1)CC1=C(OCC2CO2)C=CC=C1 (1-[2-(2-thenyl)phenoxy]-2,3-epoxypropane), S(=O)(=O)(OCCN)O (2-aminoethyl hydrogen sulfate), [OH-].[Na+] (sodium hydroxide), C(C)O (ethanol), [OH-].[Na+] (sodium hydroxide). Run in O (water), O (water), O (water). Reaction conditions: time 4 hour. Product: C(\C=C/C(=O)O)(=O)O.C1(=CC=CS1)CC1=C(OCC2CNCCO2)C=CC=C1 (2-[2-(2-thenyl)phenoxymethyl]morpholine maleate). RXN SMILES: [C:1]1([CH2:6][C:7]2[CH:17]=[CH:16][CH:15]=[CH:14][C:8]=2[O:9][CH2:10][CH:11]2[O:13][CH2:12]2)[S:5][CH:4]=[CH:3][CH:2]=1.S(O)([O:21][CH2:22][CH2:23][NH2:24])(=O)=O.[OH-:26].[Na+].C1(C)C=CC=CC=1.C([OH:37])C>O>[C:11]([OH:13])(=[O:37])/[CH:12]=[CH:23]\[C:22]([OH:21])=[O:26].[C:1]1([CH2:6][C:7]2[CH:17]=[CH:16][CH:15]=[CH:14][C:8]=2[O:9][CH2:10][CH:11]2[O:21][CH2:22][CH2:23][NH:24][CH2:12]2)[S:5][CH:4]=[CH:3][CH:2]=1 |f:2.3,7.8|. Reported procedure: A solution of 22 g of 1-[2-(2-thenyl)phenoxy]-2,3-epoxypropane in 200 ml of ethanol was added to a mixture of 56 g of 2-aminoethyl hydrogen sulfate, 20 g of sodium hydroxide and 20 ml of water with stirring, and the stirring was continued for 4 hours at room temperature. To the mixture containing the intermediate, 2-[3-(2-hydroxy-3-[2-(2-thenyl)phenoxy]propylamino]-ethyl hydrogen sulfate, was added a solution of 40 g of sodium hydroxide in 40 ml of water, and the resulting mixture was stirred fo... Starting materials: C(C)(C)(C)OC(=O)N[C@H](CC1=CC=CC=C1)CO (N-(t-butyloxycarbonyl)-(D)-phenylalaninol), CI (MeI), [NH4+].[OH-] (NH4OH), [H-].[Na+] (NaH), C(=S)=S (CS2). Run at temperature 0 celsius, time 1 hour. Product: C(N)(=S)OC[C@H](NC(=O)OC(C)(C)C)CC1=CC=CC=C1 (O-thiocarbamoyl-N-(t-butyloxycarbonyl)-(D)-phenylalaninol). Yield: 91.0%. Reaction SMILES: [C:1]([O:5][C:6]([NH:8][C@@H:9]([CH2:17][OH:18])[CH2:10][C:11]1[CH:16]=[CH:15][CH:14]=[CH:13][CH:12]=1)=[O:7])([CH3:4])([CH3:3])[CH3:2].[H-].[Na+].[C:21](=[S:23])=S.CI.[NH4+:26].[OH-]>>[C:21]([O:18][CH2:17][C@@H:9]([CH2:10][C:11]1[CH:16]=[CH:15][CH:14]=[CH:13][CH:12]=1)[NH:8][C:6]([O:5][C:1]([CH3:3])([CH3:4])[CH3:2])=[O:7])(=[S:23])[NH2:26] |f:1.2,5.6|. Reported procedure: In a 500 mL flask equipped with magnetic stirrer, N-(t-butyloxycarbonyl)-(D)-phenylalaninol(0.040 mole, 10.05 g) was dissolved in 200 mL of THf and was added with NaH(0.048 mole, 1.15 g) at 0° C. The reaction mixture was stirred at 0° C. for 1 hour, followed by the addition of CS2 (0.048 mole, 3.65 g). After being stirred for 40 min. at 0° C., MeI(0.048 mole, 6.81 g) was added to the reaction mixture. The reaction mixture was stirred at room temperature for 2 hours, followed by the addition of 5... RXN SMILES: [NH2:1][C:2]1[N:7]([C:8]2[C:13]([F:14])=[CH:12][C:11]([CH2:15][CH:16]=O)=[CH:10][C:9]=2[F:18])[C:6](=[O:19])[CH:5]=[CH:4][C:3]=1[C:20](=[O:29])[C:21]1[CH:26]=[CH:25][C:24]([F:27])=[CH:23][C:22]=1[F:28].Cl.[CH3:31][C:32]([C:35]([O:37][CH:38]1[CH2:42][CH2:41][CH2:40][CH2:39]1)=[O:36])([CH3:34])[NH2:33]>>[NH2:1][C:2]1[N:7]([C:8]2[C:13]([F:14])=[CH:12][C:11]([CH2:15][CH2:16][NH:33][C:32]([CH3:31])([C:35]([O:37][CH:38]3[CH2:39][CH2:40][CH2:41][CH2:42]3)=[O:36])[CH3:34])=[CH:10][C:9]=2[F:18])[C:6](=[O:19])[CH:5]=[CH:4][C:3]=1[C:20](=[O:29])[C:21]1[CH:26]=[CH:25][C:24]([F:27])=[CH:23][C:22]=1[F:28] |f:1.2|. Reported procedure: Example 2 was synthesised using Intermediate 4 and Intermediate 7 in a similar manner to Example 1. Product: NC1=C(C=CC(N1C1=C(C=C(C=C1F)CCNC(C)(C(=O)OC1CCCC1)C)F)=O)C(C1=C(C=C(C=C1)F)F)=O (Cyclopentyl N-(2-{4-[6-amino-5-(2,4-difluorobenzoyl)-2-oxopyridin-1(2H)-yl]-3,5-difluorophenyl}ethyl)-2-methylalaninate). The reactants are NC1=C(C=CC(N1C1=C(C=C(C=C1F)CC=O)F)=O)C(C1=C(C=C(C=C1)F)F)=O ({4-[6-amino-5-(2,4-difluoro-benzoyl)-2-oxo-2H-pyridin-1-yl]-3,5-difluoro-phenyl}-acetaldehyde), Cl.CC(N)(C)C(=O)OC1CCCC1 (cyclopentyl 2-methylalaninate hydrochloride).